Dataset: the Open Reaction Database (ORD), a public repository of structured organic reaction records. Task: describe an organic reaction: reactants, conditions, products, and yield Starting materials: C=C(C=O)CC, C1CCOC1, O=C(c1ccccc1)c1ccccc1S. The product is CCC(C=O)CSc1ccccc1C(=O)c1ccccc1. Reaction SMILES: [CH2:1]([CH3:2])[C:3]([CH:4]=[O:5])=[CH2:6].[CH2:22]1[O:23][CH2:24][CH2:25][CH2:26]1.[SH:7][c:8]1[c:9]([C:10](=[O:11])[c:12]2[cH:13][cH:14][cH:15][cH:16][cH:17]2)[cH:18][cH:19][cH:20][cH:21]1>>[CH2:1]([CH3:2])[CH:3]([CH:4]=[O:5])[CH2:6][S:7][c:8]1[c:9]([C:10](=[O:11])[c:12]2[cH:13][cH:14][cH:15][cH:16][cH:17]2)[cH:18][cH:19][cH:20][cH:21]1. Reactants: C(C)N1N=CC=2C1=NC=C(C2N(C2CCOCC2)C)C(=O)O (1-Ethyl-4-[methyl(tetrahydro-2H-pyran-4-yl)amino]-1H-pyrazolo[3,4-b]pyridine-5-carboxylic acid), C(C)(=O)NNC(=O)C=1C(=C2C(=NC1)N(N=C2)CC)NC2CCCC2 (N′-Acetyl-4-(Cyclopentylamino)-1-ethyl-1H-pyrazolo[3,4-b]pyridine-5-carbohydrazide). The product is C(C)(=O)NNC(=O)C=1C=C2C(=NC1)N(N=C2N(C2CCOCC2)C)CC (N′-Acetyl-1-ethyl [methyl(tetrahydro-2H-pyran-4-yl)amino]-1H-pyrazolo[3,4-b]pyridine-5-carbohydrazide). As a reaction SMILES: C(N1C2=NC=C(C(O)=O)[C:11]([N:12](C)[CH:13]3[CH2:18][CH2:17][O:16][CH2:15][CH2:14]3)=C2C=N1)C.[C:23]([NH:26][NH:27][C:28]([C:30]1[C:31](NC2CCCC2)=[C:32]2[CH:38]=[N:37][N:36]([CH2:39][CH3:40])[C:33]2=[N:34][CH:35]=1)=[O:29])(=[O:25])[CH3:24]>>[C:23]([NH:26][NH:27][C:28]([C:30]1[CH:31]=[C:32]2[C:38]([N:12]([CH3:11])[CH:13]3[CH2:18][CH2:17][O:16][CH2:15][CH2:14]3)=[N:37][N:36]([CH2:39][CH3:40])[C:33]2=[N:34][CH:35]=1)=[O:29])(=[O:25])[CH3:24]. Procedure details: Intermediate 53 was prepared from Intermediate 52 using an analogous method to that for Intermediate 4. LCMS showed MH+=361; TRET=1.91 min. The reactants are CCC(=O)c1cc(C)c(C)cc1C1=CCN(C(=O)OC(C)(C)C)CC1, CCO. Yields the product CCC(=O)c1cc(C)c(C)cc1C1CCN(C(=O)OC(C)(C)C)CC1. RXN SMILES: [CH3:1][c:2]1[cH:3][c:4]([C:22]([CH2:23][CH3:24])=[O:25])[c:5]([C:9]2=[CH:14][CH2:13][N:12]([C:15](=[O:16])[O:17][C:18]([CH3:19])([CH3:20])[CH3:21])[CH2:11][CH2:10]2)[cH:6][c:7]1[CH3:8].[CH3:26][CH2:27][OH:28]>>[CH3:1][c:2]1[cH:3][c:4]([C:22]([CH2:23][CH3:24])=[O:25])[c:5]([CH:9]2[CH2:10][CH2:11][N:12]([C:15](=[O:16])[O:17][C:18]([CH3:19])([CH3:20])[CH3:21])[CH2:13][CH2:14]2)[cH:6][c:7]1[CH3:8]. Starting materials: BrC1=CC=CC(=N1)CON=C(C1=CC=CC=C1)C1=NN=CN1C (N-[(6-bromopyridin-2-yl)methoxy]-1-(4-methyl-4H-1,2,4-triazol-3-yl)-1-phenylmethanimine), N#N (N2), C(C)N(C(C)C)C(C)C (N-ethyldiisopropylamine), C1(CC1)C#C (Cyclopropylacetylene). Reagents/catalysts: C=1C=CC(=CC1)[P](C=2C=CC=CC2)(C=3C=CC=CC3)[Pd]([P](C=4C=CC=CC4)(C=5C=CC=CC5)C=6C=CC=CC6)([P](C=7C=CC=CC7)(C=8C=CC=CC8)C=9C=CC=CC9)[P](C=1C=CC=CC1)(C=1C=CC=CC1)C=1C=CC=CC1 (Tetrakis(triphenylphosphine)palladium), [Cu](I)I (Copper Iodide). Run in C1CCOC1 (THF), CCOC(=O)C (EtOAc). Conditions: time 180 second. Product: C1(CC1)C#CC1=CC=CC(=N1)CON=C(C1=CC=CC=C1)C1=NN=CN1C (N-{[6-(cyclopropylethynyl)pyridin-2-yl]methoxy}-1-(4-methyl-4H-1,2,4-triazol-3-yl)-1-phenylmethanimine). Yield: 190.3%. RXN SMILES: Br[C:2]1[N:7]=[C:6]([CH2:8][O:9][N:10]=[C:11]([C:18]2[N:22]([CH3:23])[CH:21]=[N:20][N:19]=2)[C:12]2[CH:17]=[CH:16][CH:15]=[CH:14][CH:13]=2)[CH:5]=[CH:4][CH:3]=1.N#N.[CH:26]1([C:29]#[CH:30])[CH2:28][CH2:27]1.C(N(C(C)C)C(C)C)C>C1COCC1.CCOC(C)=O.[Cu](I)I.C1C=CC([P]([Pd]([P](C2C=CC=CC=2)(C2C=CC=CC=2)C2C=CC=CC=2)([P](C2C=CC=CC=2)(C2C=CC=CC=2)C2C=CC=CC=2)[P](C2C=CC=CC=2)(C2C=CC=CC=2)C2C=CC=CC=2)(C2C=CC=CC=2)C2C=CC=CC=2)=CC=1>[CH:26]1([C:29]#[C:30][C:2]2[N:7]=[C:6]([CH2:8][O:9][N:10]=[C:11]([C:18]3[N:22]([CH3:23])[CH:21]=[N:20][N:19]=3)[C:12]3[CH:17]=[CH:16][CH:15]=[CH:14][CH:13]=3)[CH:5]=[CH:4][CH:3]=2)[CH2:28][CH2:27]1 |^1:57,59,78,97|. Procedure: To a stirred solution of N-[(6-bromopyridin-2-yl)methoxy]-1-(4-methyl-4H-1,2,4-triazol-3-yl)-1-phenylmethanimine (0.125 g, 0.33 mmol, 1 eq.) in 3 ml dry THF “degassed” with N2, was added Cyclopropylacetylene (0.95 g, 0.1 mmol, 3 eq.) followed by N-ethyldiisopropylamine (0.216 g, 1.67 mmol, 5 eq.), Copper Iodide (0.012 g, 0.06 mmol, 0.2 eq.) and Tetrakis(triphenylphosphine)palladium (0.077 g, 0.06 mmol, 0.2 eq.). The reaction was microwaved 120° C./normal/fixed hold/pre stir 100 s for 180 s. The ... Reactants: C(C)C[C@@H](C)OC1=CC=C(C=C1)CCBr (ethyl(R)-2-[4-(2-bromoethyl)phenoxy]propane), C[C@@H]([C@@H](C1=CC=CC=C1)O)N ((1R,2S)-Norephedrine). The solvent is CN(C)C=O (DMF), C(C)(=O)OCC (ethyl acetate). Yields the product C(C)C[C@@H](C)CC1=CC=C(C=C1)CCN[C@H]([C@@H](C1=CC=CC=C1)O)C (ethyl (R)-2-[4-[2-((1R,2S)-1-hydroxy-1-phenylpropan-2-yl-amino)ethyl]benzyl]propane). As a reaction SMILES: C(C[C@H](O[C:7]1[CH:12]=[CH:11][C:10]([CH2:13][CH2:14]Br)=[CH:9][CH:8]=1)C)C.[CH3:16][C@H:17]([NH2:26])[C@H:18]([OH:25])[C:19]1[CH:24]=[CH:23][CH:22]=[CH:21][CH:20]=1>CN(C=O)C.C(OCC)(=O)C>[CH2:8]([CH2:9][C@H:10]([CH2:13][C:7]1[CH:8]=[CH:9][C:10]([CH2:13][CH2:14][NH:26][C@@H:17]([CH3:16])[C@H:18]([OH:25])[C:19]2[CH:20]=[CH:21][CH:22]=[CH:23][CH:24]=2)=[CH:11][CH:12]=1)[CH3:11])[CH3:7]. Reported procedure: A compound ethyl(R)-2-[4-(2-bromoethyl)phenoxy]propane (450 mg, 1.5 mM) and (1R,2S)-Norephedrine in DMF (5 ml) it is maintained in agitation in nitrogen atmosphere at a temperature of 70° C. for 72 hours. Then the reaction mixture is diluted with ethyl acetate, washed with a saturated solution of NaCl and dried with anhydrous Na2SO4. The solvent is removed at reduced pressure and the product is isolated from the residue by column chromatography (silica gel; mobile phase: dichloromethane/ethanol=... Starting materials: C(C)(C)(C)OC(=O)N1[C@@H](CC(C1)=NOC)C(=O)O ((2S,4EZ)-1-(tert-butoxycarbonyl)-4-(methoxyimino)-2-pyrrolidinecarboxylic acid), N1=CC=C(C=C1)C1=CC=C(C(=O)O)C=C1 (4-(4-pyridinyl)benzoic acid), NC[C@H](O)C1=CC=CC=C1 ((1R)-2-amino-1-phenylethanol). The product is O[C@@H](CNC(=O)[C@H]1N(CC(C1)=NOC)C(C1=CC=C(C=C1)C1=CC=NC=C1)=O)C1=CC=CC=C1 ((2S,4EZ)-N-[(2R)-2-hydroxy-2-phenylethyl]-4-(methoxyimino)-1-[4-(4-pyridinyl)benzoyl]-2-pyrrolidinecarboxamide). Reaction SMILES: C(O[C:6]([N:8]1[CH2:12][C:11](=[N:13][O:14][CH3:15])[CH2:10][C@H:9]1[C:16]([OH:18])=O)=[O:7])(C)(C)C.[N:19]1[CH:24]=[CH:23][C:22]([C:25]2[CH:33]=[CH:32][C:28](C(O)=O)=[CH:27][CH:26]=2)=[CH:21][CH:20]=1.[NH2:34][CH2:35][C@@H:36]([C:38]1[CH:43]=[CH:42][CH:41]=[CH:40][CH:39]=1)[OH:37]>>[OH:37][C@H:36]([C:38]1[CH:43]=[CH:42][CH:41]=[CH:40][CH:39]=1)[CH2:35][NH:34][C:16]([C@@H:9]1[CH2:10][C:11](=[N:13][O:14][CH3:15])[CH2:12][N:8]1[C:6](=[O:7])[C:28]1[CH:27]=[CH:26][C:25]([C:22]2[CH:21]=[CH:20][N:19]=[CH:24][CH:23]=2)=[CH:33][CH:32]=1)=[O:18]. Reported procedure: Following the general method as outlined in Example 22, starting from (2S,4EZ)-1-(tert-butoxycarbonyl)-4-(methoxyimino)-2-pyrrolidinecarboxylic acid, 4-(4-pyridinyl)benzoic acid, and (1R)-2-amino-1-phenylethanol, the title compound was obtained in 66% purity by HPLC. MS(ESI+): m/z=459. The product is C(C(O)C)(=O)OCC(=O)OC (2-Methoxy- 2-oxoethyl Lactate). The reactants are BrCC(=O)OC (Methyl bromoacetate), O.O.C(C(O)C)(=O)[O-].C[N+](C)(C)C (tetramethylammonium lactate dihydrate). Procedure: Methyl bromoacetate (4.73 mL, 50 mmol) was added to a stirring solution of tetramethylammonium lactate dihydrate (11.0 g, 55 mmol) in 20 mL dimethylformamide at room temperature. Tetramethylammonium bromide separated from the reaction mixture as a white solid and the title compound was formed quantitatively within 60 min as determined by CG (Method A). The reaction mixture was filtered, the solids were washed with ethyl ether, and the combinated filtrate and ether solution was washed with 5% NaC... Run in CN(C=O)C (dimethylformamide). As a reaction SMILES: Br[CH2:2][C:3]([O:5][CH3:6])=[O:4].O.O.[C:9]([O-:14])(=[O:13])[CH:10]([CH3:12])[OH:11].C[N+](C)(C)C>CN(C)C=O>[C:9]([O:14][CH2:2][C:3]([O:5][CH3:6])=[O:4])(=[O:13])[CH:10]([CH3:12])[OH:11] |f:1.2.3.4|.